From a dataset of the Open Reaction Database (ORD), a public repository of structured organic reaction records. describe an organic reaction: reactants, conditions, products, and yield The reactants are C#CC(=O)OCC, ClCCl, CC(C)(C)OC(=O)N1C2CC(CC2O)C1C(=O)OCc1ccccc1. The product is CCOC(=O)C=COC1CC2CC1N(C(=O)OC(C)(C)C)C2C(=O)OCc1ccccc1. As a reaction SMILES: [CH3:26][CH2:27][O:28][C:29](=[O:30])[C:31]#[CH:32].[Cl:33][CH2:34][Cl:35].[OH:1][CH:2]1[CH2:3][CH:4]2[CH:5]([C:16](=[O:17])[O:18][CH2:19][c:20]3[cH:21][cH:22][cH:23][cH:24][cH:25]3)[N:6]([C:9](=[O:10])[O:11][C:12]([CH3:13])([CH3:14])[CH3:15])[CH:7]1[CH2:8]2>>[O:1]([CH:2]1[CH2:3][CH:4]2[CH:5]([C:16](=[O:17])[O:18][CH2:19][c:20]3[cH:21][cH:22][cH:23][cH:24][cH:25]3)[N:6]([C:9](=[O:10])[O:11][C:12]([CH3:13])([CH3:14])[CH3:15])[CH:7]1[CH2:8]2)[CH:32]=[CH:31][C:29]([O:28][CH2:27][CH3:26])=[O:30]. Reactants: NC(C(=O)O)CCC (2-Aminopentanoic acid), C(C)(=O)[O-].[Na+] (sodium acetate), COC1OC(CC1)OC (2.5-dimethoxytetrahydrofuran). The solvent is C(C)(=O)O (acetic acid), C(C)(=O)O (acetic acid). The product is N1(C=CC=C1)C(C(=O)O)CCC (2-(1-pyrryl)pentanoic acid). Reaction SMILES: [NH2:1][CH:2]([CH2:6][CH2:7][CH3:8])[C:3]([OH:5])=[O:4].C([O-])(=O)C.[Na+].CO[CH:16]1[CH2:20][CH2:19][CH:18](OC)O1>C(O)(=O)C>[N:1]1([CH:2]([CH2:6][CH2:7][CH3:8])[C:3]([OH:5])=[O:4])[CH:16]=[CH:20][CH:19]=[CH:18]1 |f:1.2|. Procedure details: 2-Aminopentanoic acid (0.2 mole) is added to a solution of sodium acetate (0.2 mole) in about 300 ml of glacial acetic acid. This solution is heated to effect solution and is then refluxed for 5 minutes. To the refluxing solution is added (0.2 mole) 2.5-dimethoxytetrahydrofuran as quickly as possible. The mixture is refluxed for a further 2 minutes and the acetic acid is flash evaporated. The residue is taken up in ethyl acetate, washed with water, dried and the solvent removed under vacuo to gi... Starting materials: COC(=O)C(N)CCSC, Cl, O=C(O)c1ccc(COCc2cccnc2)cc1-c1ccccc1. Yields the product COC(=O)C(CCSC)NC(=O)c1ccc(COCc2cccnc2)cc1-c1ccccc1. Reaction SMILES: [CH3:26][O:27][C:28]([CH:29]([NH2:30])[CH2:31][CH2:32][S:33][CH3:34])=[O:35].[ClH:25].[n:1]1[cH:2][c:3]([CH2:7][O:8][CH2:9][c:10]2[cH:11][c:12](-[c:19]3[cH:20][cH:21][cH:22][cH:23][cH:24]3)[c:13]([C:14](=[O:15])[OH:16])[cH:17][cH:18]2)[cH:4][cH:5][cH:6]1>>[n:1]1[cH:2][c:3]([CH2:7][O:8][CH2:9][c:10]2[cH:11][c:12](-[c:19]3[cH:20][cH:21][cH:22][cH:23][cH:24]3)[c:13]([C:14](=[O:15])[NH:30][CH:29]([C:28]([O:27][CH3:26])=[O:35])[CH2:31][CH2:32][S:33][CH3:34])[cH:17][cH:18]2)[cH:4][cH:5][cH:6]1.